This data is from the Open Reaction Database (ORD), a public repository of structured organic reaction records. The task is: describe an organic reaction: reactants, conditions, products, and yield Starting materials: OCC(CNC(OC(C)(C)C)=O)(C)C (tert-butyl 3-hydroxy-2,2-dimethylpropylcarbamate), C1(=CC=CC=C1)C=1C=CC=2N(C1)C(=NN2)C2=NC1=C(C=CC=C1C=C2)O (2-(6-phenyl-[1,2,4]triazolo[4,3-a]pyridine-3-yl)quinolin-8-ol). Yields the product CC(CNC(OC(C)(C)C)=O)(COC=1C=CC=C2C=CC(=NC12)C1=NN=C2N1C=C(C=C2)C2=CC=CC=C2)C (tert-butyl 2,2-dimethyl-3-(2-(6-phenyl-[1,2,4]triazolo[4,3-a]pyridine-3-yl)quinolin-8-yloxy)propylcarbamate). As a reaction SMILES: [OH:1][CH2:2][C:3]([CH3:14])([CH3:13])[CH2:4][NH:5][C:6](=[O:12])[O:7][C:8]([CH3:11])([CH3:10])[CH3:9].[C:15]1([C:21]2[CH:22]=[CH:23][C:24]3[N:25]([C:27]([C:30]4[CH:39]=[CH:38][C:37]5[C:32](=[C:33](O)[CH:34]=[CH:35][CH:36]=5)[N:31]=4)=[N:28][N:29]=3)[CH:26]=2)[CH:20]=[CH:19][CH:18]=[CH:17][CH:16]=1>>[CH3:13][C:3]([CH3:14])([CH2:2][O:1][C:33]1[CH:34]=[CH:35][CH:36]=[C:37]2[C:32]=1[N:31]=[C:30]([C:27]1[N:25]3[CH:26]=[C:21]([C:15]4[CH:16]=[CH:17][CH:18]=[CH:19][CH:20]=4)[CH:22]=[CH:23][C:24]3=[N:29][N:28]=1)[CH:39]=[CH:38]2)[CH2:4][NH:5][C:6](=[O:12])[O:7][C:8]([CH3:9])([CH3:11])[CH3:10]. Procedure: Prepared as described in Example 9, Step A, using tert-butyl 3-hydroxy-2,2-dimethylpropylcarbamate in place of tert-butyl-4-hydroxypiperidine-1-carboxylate and 2-(6-phenyl-[1,2,4]triazolo[4,3-a]pyridine-3-yl)quinolin-8-ol in place of 2-([1,2,4]triazolo[4,3-a]pyridine-3-yl)quinolin-8-ol. The reactants are C(C1=CC=CC=C1)N1CCN(CC1)C1=CC=C(C=C1)O (4-(4-Benzyl-piperazin-1-yl)-phenol), IC1=CC=C(C=C1)OC (1-iodo-4-methoxy-benzene), C([O-])([O-])=O.[Cs+].[Cs+] (cesium carbonate), N,N-dimethylglycine. HCl. Reagents/catalysts: [Cu]I (copper (I) iodide). Solvent: O1CCOCC1 (dioxane). Reaction conditions: temperature 90 celsius, time 24 hour. Product: C(C1=CC=CC=C1)N1CCN(CC1)C1=CC=C(C=C1)OC1=CC=C(C=C1)OC (1-Benzyl-4-[4-(4-methoxy-phenoxy)-phenyl]-piperazine). Yield: 11.3%. Reaction SMILES: [CH2:1]([N:8]1[CH2:13][CH2:12][N:11]([C:14]2[CH:19]=[CH:18][C:17]([OH:20])=[CH:16][CH:15]=2)[CH2:10][CH2:9]1)[C:2]1[CH:7]=[CH:6][CH:5]=[CH:4][CH:3]=1.I[C:22]1[CH:27]=[CH:26][C:25]([O:28][CH3:29])=[CH:24][CH:23]=1.C(=O)([O-])[O-].[Cs+].[Cs+]>O1CCOCC1.[Cu]I>[CH2:1]([N:8]1[CH2:9][CH2:10][N:11]([C:14]2[CH:15]=[CH:16][C:17]([O:20][C:22]3[CH:27]=[CH:26][C:25]([O:28][CH3:29])=[CH:24][CH:23]=3)=[CH:18][CH:19]=2)[CH2:12][CH2:13]1)[C:2]1[CH:3]=[CH:4][CH:5]=[CH:6][CH:7]=1 |f:2.3.4|. Procedure details: To a solution of the compound from step 1 (0.59 g, 2 mmol) and 1-iodo-4-methoxy-benzene (0.47 g, 2 mmol) in anhydrous dioxane (8 mL) were added cesium carbonate (1.26 g, 4 mmol), N,N-dimethylglycine. HCl (0.036 g, 0.25 mmol), and copper (I) iodide (0.015 g, 0.078 mmol) and the reaction mixture was stirred at 90° C. for 24 h under nitrogen. The mixture was filtered and partitioned between ethyl acetate (153 mL) and water (100 mL). The organic layers were washed with brine, dried over anhydrous Na... Reactants: FC(C(=O)O)(F)F.FC(C(=O)O)(F)F.ClC=1C=NC=2NC=3C=NC=C(CCC4=C(C=CC(NC1N2)=C4)N)C3 (6-chloro-2,4,8,18,22-pentaazatetracyclo[14.3.1.1(3,7).1(9,13)]docosa-1(20),3(22),4,6,9(21),10,12,16,18-nonaen-12-amine bis(trifluoroacetate)), N(=C=O)CC=1OC=CC1 (2-(isocyanatomethyl)furan). Yields the product FC(C(=O)O)(F)F.FC(C(=O)O)(F)F.ClC=1C=NC=2NC=3C=NC=C(CCC4=C(C=CC(NC1N2)=C4)NC(=O)NCC=4OC=CC4)C3 (N-[6-Chloro-2,4,8,18,22-pentaazatetracyclo[14.3.1.1(3,7).1(9,13)]docosa-1(20),3(22),4,6,9(21),10,12,16,18-nonaen-12-yl]-N′-(2-furylmethyl)urea bis(trifluoroacetate)). Isolated yield 34.0%. RXN SMILES: [F:1][C:2]([F:7])([F:6])[C:3]([OH:5])=[O:4].[F:8][C:9]([F:14])([F:13])[C:10]([OH:12])=[O:11].[Cl:15][C:16]1[CH:17]=[N:18][C:19]2[NH:20][C:21]3[CH:22]=[N:23][CH:24]=[C:25]([CH:38]=3)[CH2:26][CH2:27][C:28]3[CH:36]=[C:32]([NH:33][C:34]=1[N:35]=2)[CH:31]=[CH:30][C:29]=3[NH2:37].[N:39]([CH2:42][C:43]1[O:44][CH:45]=[CH:46][CH:47]=1)=[C:40]=[O:41]>>[F:1][C:2]([F:7])([F:6])[C:3]([OH:5])=[O:4].[F:8][C:9]([F:14])([F:13])[C:10]([OH:12])=[O:11].[Cl:15][C:16]1[CH:17]=[N:18][C:19]2[NH:20][C:21]3[CH:22]=[N:23][CH:24]=[C:25]([CH:38]=3)[CH2:26][CH2:27][C:28]3[CH:36]=[C:32]([NH:33][C:34]=1[N:35]=2)[CH:31]=[CH:30][C:29]=3[NH:37][C:40]([NH:39][CH2:42][C:43]1[O:44][CH:45]=[CH:46][CH:47]=1)=[O:41] |f:0.1.2,4.5.6|. Procedure: The desired compound was prepared according to the procedure of Example B83, using 6-chloro-2,4,8,18,22-pentaazatetracyclo[14.3.1.1(3,7).1(9,13)]docosa-1(20),3(22),4,6,9(21),10,12,16,18-nonaen-12-amine bis(trifluoroacetate) and 2-(isocyanatomethyl)furan as the starting materials in 34% yield. LCMS for C23H21ClN7O2(M+H)+: m/z=462.1. 1H NMR (400 MHz, DMSO-d6): δ 9.96 (s, 1H), 9.31 (s, 1H), 8.97 (m, 1H), 8.30 (m, 2H), 8.18 (s, 1H), 7.89 (m, 1H), 7.71 (d, 1H), 7.60 (d, 1H), 7.56 (d, 1H), 6.95-7.02 (... Starting materials: thiol, COC1=CC(=CC2=C1C(CO2)=O)OC (4,6-Dimethoxy-3-benzofuranone), thioketone, COC=1C=CC(=CC1)P2(=S)SP(=S)(S2)C=3C=CC(=CC3)OC (Lawesson's reagent). Solvent: C1(=CC=CC=C1)C (toluene). Conditions: time 18 hour. Yields the product COC1=CC(=CC2=C1C(CO2)=S)OC (4,6-dimethoxy-3-benzofuranthione). RXN SMILES: [CH3:1][O:2][C:3]1[C:8]2[C:9](=O)[CH2:10][O:11][C:7]=2[CH:6]=[C:5]([O:13][CH3:14])[CH:4]=1.COC1C=CC(P2(SP(C3C=CC(OC)=CC=3)(=S)S2)=[S:24])=CC=1>C1(C)C=CC=CC=1>[CH3:1][O:2][C:3]1[C:8]2[C:9](=[S:24])[CH2:10][O:11][C:7]=2[CH:6]=[C:5]([O:13][CH3:14])[CH:4]=1. Reported procedure: This reaction was performed under nitrogen and anhydrous conditions. 4,6-Dimethoxy-3-benzofuranone (1.5 g, 6.6 mmol) was dissolved in dry toluene (25 ml), and Lawesson's reagent (1.6 g, 4 mmol) was added. The mixture was refluxed with stirring for 18 hours. The mixture was cooled to room temperature and purified by chromatography with 1:1 ether:petroleum ether. Concentration of the fractions yielded yellow/orange crystals. The crystals were washed with the eluent and clean yellow crystals were p... The reactants are C1(=O)OCC2=CC=CC=C12 (phthalide), [C-]#N.[K+] (potassium cyanide). Yields the product C(#N)CC1=C(C(=O)O)C=CC=C1 (o-cyanomethylbenzoic acid). The yield is 88.7%. Reaction SMILES: [C:1]1([C:10]2[C:5](=[CH:6][CH:7]=[CH:8][CH:9]=2)[CH2:4][O:3]1)=[O:2].[C-:11]#[N:12].[K+]>>[C:11]([CH2:4][C:5]1[CH:6]=[CH:7][CH:8]=[CH:9][C:10]=1[C:1]([OH:3])=[O:2])#[N:12] |f:1.2|. Procedure: 5.0 g (37.3 mmol) of phthalide and 5.0 g (76.8 mmol) of potassium cyanide, finely ground with a mortar and under vigorous stirring, were heated to 180° C. for 3.5 h in an open round-bottom flask. In the course of this, the melt darkened in color and had solidified after the reaction time. The solid was dissolved in 50 ml of dist. H2O and the solution was extracted twice with 100 ml each time of ethyl acetate. The combined organic phases contain unconverted phthalide and were discarded. The aqueo... Starting materials: ClC1=CC=C(C=C1)C=1SC=C(N1)CSC=1NC=2CCCC(C2C(C1C#N)C1=CC=C(C=C1)OC[C@H](CO)O)=O (2-({[2-(4-Chlorophenyl)-1,3-thiazol-4-yl]methyl}thio)-4-(4-{[(2S)-2,3-dihydroxypropyl]oxy}-phenyl)-5-oxo-1,4,5,6,7,8-hexahydroquinoline-3-carbonitrile), ClC=1C(C(=C(C(C1Cl)=O)C#N)C#N)=O (2,3-dichloro-5,6-dicyano-1,4-benzoquinone). Solvent: ClCCl (dichloromethane), ClCCl (dichloromethane), O (water). Product: ClC1=CC=C(C=C1)C=1SC=C(N1)CSC1=NC=2CCCC(C2C(=C1C#N)C1=CC=C(C=C1)OC[C@H](CO)O)=O (2-({[2-(4-Chlorophenyl)-1,3-thiazol-4-yl]methyl}thio)-4-(4-{[(2S)-2,3-dihydroxypropyl]oxy}-phenyl)-5-oxo-5,6,7,8-tetrahydroquinoline-3-carbonitrile). RXN SMILES: [Cl:1][C:2]1[CH:7]=[CH:6][C:5]([C:8]2[S:9][CH:10]=[C:11]([CH2:13][S:14][C:15]3[NH:16][C:17]4[CH2:18][CH2:19][CH2:20][C:21](=[O:39])[C:22]=4[CH:23]([C:27]4[CH:32]=[CH:31][C:30]([O:33][CH2:34][C@@H:35]([OH:38])[CH2:36][OH:37])=[CH:29][CH:28]=4)[C:24]=3[C:25]#[N:26])[N:12]=2)=[CH:4][CH:3]=1.ClC1C(=O)C(C#N)=C(C#N)C(=O)C=1Cl>ClCCl.O>[Cl:1][C:2]1[CH:7]=[CH:6][C:5]([C:8]2[S:9][CH:10]=[C:11]([CH2:13][S:14][C:15]3[C:24]([C:25]#[N:26])=[C:23]([C:27]4[CH:28]=[CH:29][C:30]([O:33][CH2:34][C@@H:35]([OH:38])[CH2:36][OH:37])=[CH:31][CH:32]=4)[C:22]4[C:21](=[O:39])[CH2:20][CH2:19][CH2:18][C:17]=4[N:16]=3)[N:12]=2)=[CH:4][CH:3]=1. Procedure details: At RT, 100 mg (0.172 mmol) of the compound from Example 5A and 40 mg (0.174 mmol) of 2,3-dichloro-5,6-dicyano-1,4-benzoquinone were stirred overnight in 6 ml of dichloromethane. The reaction solution was diluted with dichloromethane and water, and the two phases were separated. The aqueous phase was extracted twice with dichloromethane. The combined organic phases were concentrated and purified by preparative HPLC (Chromasil, water/acetonitrile+0.1% TFA).